Dataset: the Open Reaction Database (ORD), a public repository of structured organic reaction records. Task: describe an organic reaction: reactants, conditions, products, and yield Starting materials: C(C)(C)NCCN1C(=O)C(=O)C2=CC=CC=C12 (1-(2-isopropylaminoethyl)isatin), Cl.NNC(=O)N (semicarbazide hydrochloride). The product is C(C)(C)NCCN1C(=O)/C(/C2=CC=CC=C12)=N/NC(=O)N ((E)-1-(2-isopropylaminoethyl)isatin 3-semicarbazone). The yield is 49.8%. Reaction SMILES: [CH:1]([NH:4][CH2:5][CH2:6][N:7]1[C:17]2[C:12](=[CH:13][CH:14]=[CH:15][CH:16]=2)[C:10](=O)[C:8]1=[O:9])([CH3:3])[CH3:2].Cl.[NH2:19][NH:20][C:21]([NH2:23])=[O:22]>>[CH:1]([NH:4][CH2:5][CH2:6][N:7]1[C:17]2[C:12](=[CH:13][CH:14]=[CH:15][CH:16]=2)/[C:10](=[N:19]\[NH:20][C:21]([NH2:23])=[O:22])/[C:8]1=[O:9])([CH3:3])[CH3:2] |f:1.2|. Reported procedure: By using 1-(2-isopropylaminoethyl)isatin and semicarbazide hydrochloride, a method analogous to that described in Example 10 was carried out, and the reaction product was recrystallized from ethanol to obtain (E)-1-(2-isopropylaminoethyl)isatin 3-semicarbazone having a melting point of 169°-172° C. (decomposition) (yield: 49.8%). Starting materials: ClC1=C(C=NC2=CC3=C(C=C12)OCO3)C(=O)OCC (ethyl 4-chloro-6,7-methylenedioxyquinoline-3-carboxylate), CC[O-].[Na+] (sodium ethylate), CC[O-].[Na+] (sodium ethylate solution). Solvent: C(C)O (ethanol), C(C)O (ethanol). Product: C(C)OC1=C(C=NC2=CC3=C(C=C12)OCO3)C(=O)OCC (ethyl 4-ethoxy-6,7-methylenedioxyquinoline-3-caboxylate). RXN SMILES: Cl[C:2]1[C:11]2[C:6](=[CH:7][C:8]3[O:14][CH2:13][O:12][C:9]=3[CH:10]=2)[N:5]=[CH:4][C:3]=1[C:15]([O:17][CH2:18][CH3:19])=[O:16].[CH3:20][CH2:21][O-:22].[Na+]>C(O)C>[CH2:21]([O:22][C:2]1[C:11]2[C:6](=[CH:7][C:8]3[O:14][CH2:13][O:12][C:9]=3[CH:10]=2)[N:5]=[CH:4][C:3]=1[C:15]([O:17][CH2:18][CH3:19])=[O:16])[CH3:20] |f:1.2|. Procedure: To a mixture containing 126 g of ethyl 4-chloro-6,7-methylenedioxyquinoline-3-carboxylate and 200 ml of absolute ethanol was added dropwise an ethanolic sodium ethylate solution prepared from 34 g of sodium ethylate and 250 ml of ethanol with stirring. The resulting mixture was refluxed for 1.5 hours and the ethanol was removed under reduced pressure. The residue was poured into ice-water, the insoluble solid was filtered, washed with water and dried to provide 126 g of almost pure ethyl 4-ethox... The reactants are C(CC)C=1C(=CC=2C(CCC(C2C1)(C)C)(C)C)C(=O)C1=CC=C(C(=O)O)C=C1 (4-[(3-n-propyl-5,6,7,8-tetrahydro-5,5,8,8-tetramethyl-2-naphthyl)carbonyl]benzoic acid), Cl.NO (hydroxylamine hydrochloride). Solvent: CCO (EtOH), N1=CC=CC=C1 (pyridine). Run at time 6 hour. The product is C(CC)C=1C(=CC=2C(CCC(C2C1)(C)C)(C)C)C(=O)C1=CC=C(C(O)=NO)C=C1 (4-[(3-n-propyl,5,6,7,8-tetrahydro-5,5,8,8-tetramethyl-2-naphthyl)carbonyl]benzoic acid oxime). RXN SMILES: [CH2:1]([C:4]1[C:5]([C:18]([C:20]2[CH:28]=[CH:27][C:23]([C:24](O)=[O:25])=[CH:22][CH:21]=2)=[O:19])=[CH:6][C:7]2[C:8]([CH3:17])([CH3:16])[CH2:9][CH2:10][C:11]([CH3:15])([CH3:14])[C:12]=2[CH:13]=1)[CH2:2][CH3:3].Cl.[NH2:30][OH:31]>CCO.N1C=CC=CC=1>[CH2:1]([C:4]1[C:5]([C:18]([C:20]2[CH:28]=[CH:27][C:23]([C:24](=[N:30][OH:31])[OH:25])=[CH:22][CH:21]=2)=[O:19])=[CH:6][C:7]2[C:8]([CH3:17])([CH3:16])[CH2:9][CH2:10][C:11]([CH3:15])([CH3:14])[C:12]=2[CH:13]=1)[CH2:2][CH3:3] |f:1.2|. Procedure details: 4-[(3-n-propyl-5,6,7,8-tetrahydro-5,5,8,8-tetramethyl-2-napthyl)carbonyl]benzoic acid (101) (12.6 mmol) in EtOH (10 mL) and pyridine (15.3 mL) was treated with hydroxylamine hydrochloride (4.38 g, 63 mmol), and the mixture was heated at reflux. After 6 h, the mixture was cooled to room temperature and the ethanol was removed in vacuo. The residue was taken-up in water and the aqueous layer was adjusted to pH=4-5 with 1 M aqueous HCl. The aqueous solution was extracted with EtOAc, 3×. The organic... Reactants: O1C(CCCC1)ONC(=O)[C@@H](C\C=C\C1=CC=CC=C1)[C@H](C(=O)NNCC(C)C)CC(C)C ((E)-2(R)-[1(S)-[(tetrahydro-2(RS)-pyranyloxy)carbamoyl]-4-phenyl-3-butenyl]-2′-isobutyl-4-methylvalerohydrazide), N1=CC=CC=C1 (pyridine), acid chloride, C1=CC=CC=2C3=CC=CC=C3C(C12)COC(=O)NC1(CCCC1)C(=O)O (N-(9-fluorenylmethyloxycarbonyl)-cycloleucine). Run in ClCCl (dichloromethane), C(C)(=O)OCC (ethyl acetate), ClCCl (dichloromethane). Reaction conditions: time 16 hour. Yields the product C1=CC=CC=2C3=CC=CC=C3C(C12)COC(=O)NC1(CCCC1)C(=O)N(NC([C@H](CC(C)C)[C@H](C\C=C\C1=CC=CC=C1)C(NOC1OCCCC1)=O)=O)CC(C)C ((E)-2′-[(1-(9-fluorenylmethyloxycarbonylamino)-1-cyclopentyl)carbonyl]-2(R)-[1(S)-[(tetrahydro-2(RS)-pyranyloxy)carbamoy]-4-phenyl-3-butenyl]-2′-isobutyl-4-methylvalerohydrazide). Yield: 89.7%. Reaction SMILES: [O:1]1[CH2:6][CH2:5][CH2:4][CH2:3][CH:2]1[O:7][NH:8][C:9]([C@H:11]([C@@H:21]([CH2:30][CH:31]([CH3:33])[CH3:32])[C:22]([NH:24][NH:25][CH2:26][CH:27]([CH3:29])[CH3:28])=[O:23])[CH2:12]/[CH:13]=[CH:14]/[C:15]1[CH:20]=[CH:19][CH:18]=[CH:17][CH:16]=1)=[O:10].N1C=CC=CC=1.[CH:40]1[C:52]2[CH:51]([CH2:53][O:54][C:55]([NH:57][C:58]3([C:63](O)=[O:64])[CH2:62][CH2:61][CH2:60][CH2:59]3)=[O:56])[C:50]3[C:45](=[CH:46][CH:47]=[CH:48][CH:49]=3)[C:44]=2[CH:43]=[CH:42][CH:41]=1>ClCCl.C(OCC)(=O)C>[CH:40]1[C:52]2[CH:51]([CH2:53][O:54][C:55]([NH:57][C:58]3([C:63]([N:25]([CH2:26][CH:27]([CH3:29])[CH3:28])[NH:24][C:22](=[O:23])[C@@H:21]([C@@H:11]([C:9](=[O:10])[NH:8][O:7][CH:2]4[CH2:3][CH2:4][CH2:5][CH2:6][O:1]4)[CH2:12]/[CH:13]=[CH:14]/[C:15]4[CH:20]=[CH:19][CH:18]=[CH:17][CH:16]=4)[CH2:30][CH:31]([CH3:33])[CH3:32])=[O:64])[CH2:59][CH2:60][CH2:61][CH2:62]3)=[O:56])[C:50]3[C:45](=[CH:46][CH:47]=[CH:48][CH:49]=3)[C:44]=2[CH:43]=[CH:42][CH:41]=1. Procedure details: A solution of 0.459 g of (E)-2(R)-[1(S)-[(tetrahydro-2(RS)-pyranyloxy)carbamoyl]-4-phenyl-3-butenyl]-2′-isobutyl-4-methylvalerohydrazide in 3 ml of dichloromethane was treated under nitrogen at room temperature with 0.119 g of pyridine and a solution of the acid chloride prepared from 0.42 g of N-(9-fluorenylmethyloxycarbonyl)-cycloleucine in 3 ml of dichloromethane. The mixture was stirred at room temperature for 16 hours and diluted with ethyl acetate. The solution was washed with 5% aqueous s... The reactants are C(CCC)(=O)OCCl (chloromethyl butyrate), [Na+].[I-] (NaI), ClC=1C=CC(=C(C1)C1=CC=C(C=C1)CN(NC(=O)C1=CC(=NO1)OC)C[C@H](C(=O)O)O)F ((R)-3-[N-(5′-Chloro-2′-fluorobiphenyl-4-ylmethyl)-N′-(3-methoxyisoxazole-5-carbonyl)hydrazino]-2-hydroxypropionic acid), CCN(C(C)C)C(C)C (DIPEA). Run in CC(=O)C (acetone), CC(=O)C (acetone), C(C)(=O)O (acetic acid). Run at temperature 65 celsius, time 1 hour. The product is ClC=1C=CC(=C(C1)C1=CC=C(C=C1)CN(NC(=O)C1=CC(=NO1)OC)C[C@H](C(=O)OCOC(CCC)=O)O)F (Butyric acid (R)-3-[N-(5′-chloro-2′-fluorobiphenyl-4-ylmethyl)-N′-(3-methoxyisoxazole-5-carbonyl)hydrazino]-2-hydroxypropionyloxymethyl Ester). Isolated yield 26.7%. RXN SMILES: [C:1]([O:6][CH2:7]Cl)(=[O:5])[CH2:2][CH2:3][CH3:4].[Na+].[I-].[Cl:11][C:12]1[CH:13]=[CH:14][C:15]([F:42])=[C:16]([C:18]2[CH:23]=[CH:22][C:21]([CH2:24][N:25]([CH2:36][C@@H:37]([OH:41])[C:38]([OH:40])=[O:39])[NH:26][C:27]([C:29]3[O:33][N:32]=[C:31]([O:34][CH3:35])[CH:30]=3)=[O:28])=[CH:20][CH:19]=2)[CH:17]=1.CCN(C(C)C)C(C)C>CC(C)=O.C(O)(=O)C>[Cl:11][C:12]1[CH:13]=[CH:14][C:15]([F:42])=[C:16]([C:18]2[CH:19]=[CH:20][C:21]([CH2:24][N:25]([CH2:36][C@@H:37]([OH:41])[C:38]([O:40][CH2:7][O:6][C:1](=[O:5])[CH2:2][CH2:3][CH3:4])=[O:39])[NH:26][C:27]([C:29]3[O:33][N:32]=[C:31]([O:34][CH3:35])[CH:30]=3)=[O:28])=[CH:22][CH:23]=2)[CH:17]=1 |f:1.2|. Procedure: A mixture of chloromethyl butyrate (16.2 μL, 129 μmol) and NaI (19.4 mg, 129 μmol) in acetone (0.7 mL, 10 mmol) was heated at 65° C. for 1 hour. The mixture was then cooled to room temperature and a mixture of (R)-3-[N-(5′-Chloro-2′-fluorobiphenyl-4-ylmethyl)-N′-(3-methoxyisoxazole-5-carbonyl)hydrazino]-2-hydroxypropionic acid (20.0 mg) and DIPEA (15.0 mL, 0.1 mmol) in acetone (0.3 mL) was added. The resulting mixture was stirred at room temperature for 1 hour then concentrated. The residue was ... Reactants: COc1cccc(C(C)N(CC2CCNCC2c2ccccc2)C(=O)OC(C)(C)C)c1, O=C([O-])[O-], CS(C)=O, CCOC(=O)c1cnc(Cl)c(Cl)c1, [K+], [K+], O. Yields the product CCOC(=O)c1cnc(N2CCC(CN(C(=O)OC(C)(C)C)C(C)c3cccc(OC)c3)C(c3ccccc3)C2)c(Cl)c1. RXN SMILES: [C:1]([CH3:2])([CH3:3])([CH3:4])[O:5][C:6]([N:7]([CH2:8][CH:9]1[CH:10]([c:15]2[cH:16][cH:17][cH:18][cH:19][cH:20]2)[CH2:11][NH:12][CH2:13][CH2:14]1)[CH:21]([CH3:22])[c:23]1[cH:24][c:25]([O:29][CH3:30])[cH:26][cH:27][cH:28]1)=[O:31].[C:45](=[O:46])([O-:47])[O-:48].[CH3:51][S:52]([CH3:53])=[O:54].[Cl:32][c:33]1[c:34]([Cl:44])[n:35][cH:36][c:37]([C:38](=[O:39])[O:40][CH2:41][CH3:42])[cH:43]1.[K+:49].[K+:50].[OH2:55]>>[C:1]([CH3:2])([CH3:3])([CH3:4])[O:5][C:6]([N:7]([CH2:8][CH:9]1[CH:10]([c:15]2[cH:16][cH:17][cH:18][cH:19][cH:20]2)[CH2:11][N:12]([c:34]2[c:33]([Cl:32])[cH:43][c:37]([C:38](=[O:39])[O:40][CH2:41][CH3:42])[cH:36][n:35]2)[CH2:13][CH2:14]1)[CH:21]([CH3:22])[c:23]1[cH:24][c:25]([O:29][CH3:30])[cH:26][cH:27][cH:28]1)=[O:31]. Starting materials: COc1ccccc1C(=O)Cl, ClCCl, CCOP(=O)(CO)OCC, c1ccncc1. Product: CCOP(=O)(COC(=O)c1ccccc1OC)OCC. Reaction SMILES: [C:11]([c:12]1[c:13]([O:18][CH3:19])[cH:14][cH:15][cH:16][cH:17]1)(=[O:20])[Cl:21].[Cl:28][CH2:29][Cl:30].[OH:1][CH2:2][P:3]([O:4][CH2:5][CH3:6])([O:7][CH2:8][CH3:9])=[O:10].[cH:22]1[cH:23][cH:24][n:25][cH:26][cH:27]1>>[O:1]([CH2:2][P:3]([O:4][CH2:5][CH3:6])([O:7][CH2:8][CH3:9])=[O:10])[C:11]([c:12]1[c:13]([O:18][CH3:19])[cH:14][cH:15][cH:16][cH:17]1)=[O:20].